describe an organic reaction: reactants, conditions, products, and yield From a dataset of the Open Reaction Database (ORD), a public repository of structured organic reaction records. Reagents/catalysts: C=1C=CC(=CC1)/C=C/C(=O)/C=C/C2=CC=CC=C2.C=1C=CC(=CC1)/C=C/C(=O)/C=C/C2=CC=CC=C2.C=1C=CC(=CC1)/C=C/C(=O)/C=C/C2=CC=CC=C2.[Pd].[Pd] (Pd2(dba)3). Reported procedure: A flask containing 1-chloro-8-fluoro-5H-pyrido[4,3-b]indole-4-carbonitrile (Example 38 Step 4, 250 mg, 1.02 mmol), BINAP (95 mg, 0.15 mmol), Pd2(dba)3 (47 mg, 0.051 mmol), and KOtBu (365 mg, 3.26 mmol) was evacuated and refilled with nitrogen (×3). Degassed DME (5 mL) and 4-{[tert-butyl(dimethyl)silyl]oxy}-3-fluorocyclohexanamine (327 mg, 1.32 mmol) were added to the mixture. The reaction mixture was heated to 85° C. overnight, cooled to room temperature, diluted with EtOAc, and washed with wate... The reactants are [Si](C)(C)(C(C)(C)C)OC1C(CC(CC1)N)F (4-{[tert-butyl(dimethyl)silyl]oxy}-3-fluorocyclohexanamine), ClC1=NC=C(C=2NC=3C=CC(=CC3C21)F)C#N (1-chloro-8-fluoro-5H-pyrido[4,3-b]indole-4-carbonitrile), C=1C=CC(=CC1)P(C=2C=CC=CC2)C3=CC=C4C=CC=CC4=C3C5=C6C=CC=CC6=CC=C5P(C=7C=CC=CC7)C=8C=CC=CC8 (BINAP), CC(C)(C)[O-].[K+] (KOtBu). As a reaction SMILES: Cl[C:2]1[C:14]2[C:13]3[CH:12]=[C:11]([F:15])[CH:10]=[CH:9][C:8]=3[NH:7][C:6]=2[C:5]([C:16]#[N:17])=[CH:4][N:3]=1.C1C=CC(P(C2C(C3C(P(C4C=CC=CC=4)C4C=CC=CC=4)=CC=C4C=3C=CC=C4)=C3C(C=CC=C3)=CC=2)C2C=CC=CC=2)=CC=1.CC([O-])(C)C.[K+].[Si:70]([O:77][CH:78]1[CH2:83][CH2:82][CH:81]([NH2:84])[CH2:80][CH:79]1[F:85])([C:73]([CH3:76])([CH3:75])[CH3:74])([CH3:72])[CH3:71]>CCOC(C)=O.C1C=CC(/C=C/C(/C=C/C2C=CC=CC=2)=O)=CC=1.C1C=CC(/C=C/C(/C=C/C2C=CC=CC=2)=O)=CC=1.C1C=CC(/C=C/C(/C=C/C2C=CC=CC=2)=O)=CC=1.[Pd].[Pd].COCCOC>[Si:70]([O:77][CH:78]1[CH2:83][CH2:82][CH:81]([NH:84][C:2]2[C:14]3[C:13]4[CH:12]=[C:11]([F:15])[CH:10]=[CH:9][C:8]=4[NH:7][C:6]=3[C:5]([C:16]#[N:17])=[CH:4][N:3]=2)[CH2:80][CH:79]1[F:85])([C:73]([CH3:76])([CH3:75])[CH3:74])([CH3:72])[CH3:71] |f:2.3,6.7.8.9.10|. Run in COCCOC (DME), CCOC(=O)C (EtOAc). Run at temperature 85 celsius. The product is [Si](C)(C)(C(C)(C)C)OC1C(CC(CC1)NC1=NC=C(C=2NC=3C=CC(=CC3C21)F)C#N)F (1-[(4-{[tert-Butyl(dimethyl)silyl]oxy}-3-fluorocyclohexyl)amino]-8-fluoro-5H-pyrido[4,3-b]indole-4-carbonitrile).